Dataset: the Open Reaction Database (ORD), a public repository of structured organic reaction records. Task: describe an organic reaction: reactants, conditions, products, and yield Reactants: COC(=O)c1cc(F)ccc1CNC(=O)OC(C)(C)C, CC(C)N. The product is CC(C)NC(=O)c1cc(F)ccc1CNC(=O)OC(C)(C)C. Reaction SMILES: [C:1]([CH3:2])([CH3:3])([CH3:4])[O:5][C:6](=[O:7])[NH:8][CH2:9][c:10]1[c:11]([C:12]([O:14][CH3:13])=[O:15])[cH:16][c:17]([F:20])[cH:18][cH:19]1.[CH3:21][CH:22]([CH3:23])[NH2:24]>>[C:1]([CH3:2])([CH3:3])([CH3:4])[O:5][C:6](=[O:7])[NH:8][CH2:9][c:10]1[c:11]([C:12](=[O:14])[NH:24][CH:22]([CH3:21])[CH3:23])[cH:16][c:17]([F:20])[cH:18][cH:19]1. Starting materials: CCOC(=O)C(CC(C)C)c1cc(-c2ccc(C(F)(F)F)cc2)cc(C2CCCC(C(F)(F)F)N2Cc2ccc(C(F)(F)F)cc2)c1, CCO, [K+], [OH-]. Product: CC(C)CC(C(=O)O)c1cc(-c2ccc(C(F)(F)F)cc2)cc(C2CCCC(C(F)(F)F)N2Cc2ccc(C(F)(F)F)cc2)c1. As a reaction SMILES: [CH2:1]([CH3:2])[O:3][C:4]([CH:5]([CH2:6][CH:7]([CH3:8])[CH3:9])[c:10]1[cH:11][c:12](-[c:37]2[cH:38][cH:39][c:40]([C:43]([F:44])([F:45])[F:46])[cH:41][cH:42]2)[cH:13][c:14]([CH:16]2[N:17]([CH2:26][c:27]3[cH:28][cH:29][c:30]([C:33]([F:34])([F:35])[F:36])[cH:31][cH:32]3)[CH:18]([C:22]([F:23])([F:24])[F:25])[CH2:19][CH2:20][CH2:21]2)[cH:15]1)=[O:47].[CH3:50][CH2:51][OH:52].[K+:49].[OH-:48]>>[O:3]=[C:4]([CH:5]([CH2:6][CH:7]([CH3:8])[CH3:9])[c:10]1[cH:11][c:12](-[c:37]2[cH:38][cH:39][c:40]([C:43]([F:44])([F:45])[F:46])[cH:41][cH:42]2)[cH:13][c:14]([CH:16]2[N:17]([CH2:26][c:27]3[cH:28][cH:29][c:30]([C:33]([F:34])([F:35])[F:36])[cH:31][cH:32]3)[CH:18]([C:22]([F:23])([F:24])[F:25])[CH2:19][CH2:20][CH2:21]2)[cH:15]1)[OH:47]. Starting materials: C(C)(C)(C)OC(NC(C)C1=C(C(=C(C(=C1)Cl)C)C=C)OC)=O (tert-Butyl[1-(5-chloro-2-methoxy-4-methyl-3-vinylphenyl)ethyl]carbamate). Run in Cl (HCl). Yields the product Cl.ClC=1C(=C(C(=C(C1)C(C)N)OC)C=C)C (1-(5-chloro-2-methoxy-4-methyl-3-vinylphenyl)ethanamine hydrochloride). As a reaction SMILES: C(OC(=O)[NH:7][CH:8]([C:10]1[CH:15]=[C:14]([Cl:16])[C:13]([CH3:17])=[C:12]([CH:18]=[CH2:19])[C:11]=1[O:20][CH3:21])[CH3:9])(C)(C)C>Cl>[ClH:16].[Cl:16][C:14]1[C:13]([CH3:17])=[C:12]([CH:18]=[CH2:19])[C:11]([O:20][CH3:21])=[C:10]([CH:8]([NH2:7])[CH3:9])[CH:15]=1 |f:2.3|. Procedure: tert-Butyl[1-(5-chloro-2-methoxy-4-methyl-3-vinylphenyl)ethyl]carbamate was stirred in 4 N HCl (1.0 mL) for 30 min and evaporated to give 1-(5-chloro-2-methoxy-4-methyl-3-vinylphenyl)ethanamine hydrochloride (480 mg, 1.8 mmol) which was stirred in 1-butanol (86 mL), with DIPEA (1.6 mL, 9.1 mmol) and 6-chloro-9-(tetrahydro-2H-pyran-2-yl)-9H-purine (650 mg, 2.7 mmol, from Example 176, Step 4). The reaction mixture was heated at 120° C. for 2 hours. The reaction mixture was cooled to room temperatu... Reactants: [OH-].[Na+] (NaOH), C(C)N1C(N(CN(C1)C)C=1SC2=C(N1)C=C(C=C2COCCOC)C=2C=NC(=NC2)N2CCC(CC2)(C(=O)OCC)C)=O (Ethyl 1-[5-[2-(3-ethyl-5-methyl-2-oxo-1,3,5-triazinan-1-yl)-7-(2-methoxyethoxymethyl)-1,3-benzothiazol-5-yl]pyrimidin-2-yl]-4-methyl-piperidine-4-carboxylate), Cl (HCl). Run in CCO (EtOH). Reaction conditions: temperature 70 celsius, time 2 hour. The product is C(C)NC(=O)NC=1SC2=C(N1)C=C(C=C2COCCOC)C=2C=NC(=NC2)N2CCC(CC2)(C(=O)O)C (1-[5-[2-(Ethylcarbamoylamino)-7-(2-methoxyethoxymethyl)-1,3-benzothiazol-5-yl]pyrimidin-2-yl]-4-methyl-piperidine-4-carboxylic acid). The yield is 80.5%. Reaction SMILES: [CH2:1]([N:3]1CN(C)C[N:5]([C:10]2[S:11][C:12]3[C:18]([CH2:19][O:20][CH2:21][CH2:22][O:23][CH3:24])=[CH:17][C:16]([C:25]4[CH:26]=[N:27][C:28]([N:31]5[CH2:36][CH2:35][C:34]([CH3:42])([C:37]([O:39]CC)=[O:38])[CH2:33][CH2:32]5)=[N:29][CH:30]=4)=[CH:15][C:13]=3[N:14]=2)[C:4]1=[O:43])[CH3:2].[OH-].[Na+].Cl>CCO>[CH2:1]([NH:3][C:4]([NH:5][C:10]1[S:11][C:12]2[C:18]([CH2:19][O:20][CH2:21][CH2:22][O:23][CH3:24])=[CH:17][C:16]([C:25]3[CH:26]=[N:27][C:28]([N:31]4[CH2:32][CH2:33][C:34]([CH3:42])([C:37]([OH:39])=[O:38])[CH2:35][CH2:36]4)=[N:29][CH:30]=3)=[CH:15][C:13]=2[N:14]=1)=[O:43])[CH3:2] |f:1.2|. Procedure details: Ethyl 1-[5-[2-(3-ethyl-5-methyl-2-oxo-1,3,5-triazinan-1-yl)-7-(2-methoxyethoxymethyl)-1,3-benzothiazol-5-yl]pyrimidin-2-yl]-4-methyl-piperidine-4-carboxylate (86 mg, 0.141 mmol) was dissolved in EtOH (15 mL) and 2M aqueous NaOH (5 mL) added. The reaction was then stirred at 70° C. for 2 h then cooled to rt, 2M HCl (10 mL) was added and the mixture was stirred for 1 h. The mixture was then extracted with EtOAc (3×25 mL) and the combined organic fractions, washed with brine, separated, dried (Na2S... Reactants: CN1N=CC(=C1)S(=O)(=O)Cl (1-methyl-1H-pyrazole-4-sulfonyl chloride), BrC1=CC=C(CC=2SC(=C(C2C(=O)C2=CC(=C(C=C2)O)C2CCCC2)C)C)C=C1 ([2-(4-bromobenzyl)-4,5-dimethyl-thiophen-3-yl]-(3-cyclopentyl-4-hydroxy-phenyl)-methanone), [H-].[Na+] (sodium hydride), oil. The solvent is N,N-DMF, N,N-DMF. Conditions: time 0.5 hour. Product: BrC1=CC=C(CC=2SC(=C(C2C(=O)C2=CC(=C(C=C2)OS(=O)(=O)C=2C=NN(C2)C)C2CCCC2)C)C)C=C1 (1-Methyl-1H-pyrazole-4-sulfonic acid 4-[2-(4-bromo-benzyl)-4,5-dimethyl-thiophene-3-carbonyl]-2-cyclopentyl-phenyl ester). Yield: 54.6%. Reaction SMILES: [Br:1][C:2]1[CH:29]=[CH:28][C:5]([CH2:6][C:7]2[S:8][C:9]([CH3:27])=[C:10]([CH3:26])[C:11]=2[C:12]([C:14]2[CH:19]=[CH:18][C:17]([OH:20])=[C:16]([CH:21]3[CH2:25][CH2:24][CH2:23][CH2:22]3)[CH:15]=2)=[O:13])=[CH:4][CH:3]=1.[H-].[Na+].[CH3:32][N:33]1[CH:37]=[C:36]([S:38](Cl)(=[O:40])=[O:39])[CH:35]=[N:34]1>>[Br:1][C:2]1[CH:29]=[CH:28][C:5]([CH2:6][C:7]2[S:8][C:9]([CH3:27])=[C:10]([CH3:26])[C:11]=2[C:12]([C:14]2[CH:19]=[CH:18][C:17]([O:20][S:38]([C:36]3[CH:35]=[N:34][N:33]([CH3:32])[CH:37]=3)(=[O:40])=[O:39])=[C:16]([CH:21]3[CH2:25][CH2:24][CH2:23][CH2:22]3)[CH:15]=2)=[O:13])=[CH:4][CH:3]=1 |f:1.2|. Reported procedure: At ambient temperature, to a stirred solution of [2-(4-bromobenzyl)-4,5-dimethyl-thiophen-3-yl]-(3-cyclopentyl-4-hydroxy-phenyl)-methanone (0.283 g, 0.603 mmol) in N,N-DMF (3.0 mL) was added 60% sodium hydride/mineral oil (24.1 mg, 0.603 mmol). After 0.5 h, to the reaction was added a solution of 1-methyl-1H-pyrazole-4-sulfonyl chloride (0.120 g, 0.664 mmol) in N,N-DMF (1.3 mL). After 3 h, the reaction was quenched with 1N NaOH (40 mL), extracted with CH2Cl2, dried (Na2SO4) and concentrated. Pur... The reactants are C(C)C1=C(CC=2NCCN2)C(=CC=C1OC)CC (2-(2,6-Diethyl-3-methoxy-benzyl)-4,5-dihydro-1H-imidazole), C1(=O)N(C(=O)N(C(=O)N1Cl)Cl)Cl (TCCA), C1CCC2=NCCCN2CC1 (DBU). The product is C(C)C1=C(CC=2NC=CN2)C(=CC=C1OC)CC (2-(2,6-Diethyl-3-methoxy-benzyl)-1H-imidazole). RXN SMILES: [CH2:1]([C:3]1[C:14]([O:15][CH3:16])=[CH:13][CH:12]=[C:11]([CH2:17][CH3:18])[C:4]=1[CH2:5][C:6]1[NH:7][CH2:8][CH2:9][N:10]=1)[CH3:2].C1(N(Cl)C(=O)N(Cl)C(=O)N1Cl)=O.C1CCN2C(=NCCC2)CC1>>[CH2:1]([C:3]1[C:14]([O:15][CH3:16])=[CH:13][CH:12]=[C:11]([CH2:17][CH3:18])[C:4]=1[CH2:5][C:6]1[NH:10][CH:9]=[CH:8][N:7]=1)[CH3:2]. Reported procedure: 2-(2,6-Diethyl-3-methoxy-benzyl)-1H-imidazole was prepared from 2-(2,6-diethyl-3-methoxy-benzyl)-4,5-dihydro-1H-imidazole (Example 206), TCCA and DBU in analogy to Example 194e): light yellow crystals; MS (ISP): 245.4 ([M+H]+, 100%). Reactants: C(C)(CC)[Li] (sec-butyl lithium), C1(CC1)C(=O)CC1=C(C=CC=C1OC)NC(=O)OC(C)(C)C ([2-(tert-butoxycarbonylamino)-6-methoxyphenyl]methyl cyclopropyl ketone), C(C)(C)(C)OC(=O)NC1=C(C(=CC=C1)OC)C (N-tert-butoxycarbonyl-3-methoxy-2-methylaniline), C1CCOC1 (THF). The solvent is C1CCCCC1 (cyclohexane). Yields the product CON(C(=O)C1CC1)C (N-methoxy-N-methylcyclopropylcarboxamide). As a reaction SMILES: C([Li])(CC)C.C(O[C:11]([NH:13][C:14]1[CH:19]=[CH:18][CH:17]=C(OC)C=1C)=O)(C)(C)C.C1([C:26](CC2C(OC)=CC=CC=2NC(OC(C)(C)C)=O)=[O:27])CC1.C1C[O:48]CC1>C1CCCCC1>[CH3:26][O:27][N:13]([CH3:11])[C:14]([CH:19]1[CH2:18][CH2:17]1)=[O:48]. Reported procedure: Using the procedure described in Example 9, Part A, 100 mL (130 mmol) of 1.3M sec-butyl lithium in cyclohexane was reacted with N-tert-butoxycarbonyl-3-methoxy-2-methylaniline (15.4 g, 65 mmol) in 100 mL of THF and then with 8.4 g (65 mmol) of N-methoxy-N-methylcyclopropylcarboxamide to give crude [2-(tert-butoxycarbonylamino)-6-methoxyphenyl]methyl cyclopropyl ketone. This material on treatment with 20 mL of trifluoroacetic acid in 300 mL of methylene chloride for 6 hours gave a material that w... Reaction SMILES: [CH:1]1([c:7]2[c:8]([CH3:13])[n:9][cH:10][cH:11][cH:12]2)[CH2:2][CH2:3][CH2:4][CH2:5][CH2:6]1.[Cl:25][CH2:26][Cl:27].[OH:14][O:15][C:16]([c:17]1[cH:18][c:19]([Cl:20])[cH:21][cH:22][cH:23]1)=[O:24]>>[CH:1]1([c:7]2[c:8]([CH3:13])[n+:9]([O-:14])[cH:10][cH:11][cH:12]2)[CH2:2][CH2:3][CH2:4][CH2:5][CH2:6]1. The reactants are Cc1ncccc1C1CCCCC1, ClCCl, O=C(OO)c1cccc(Cl)c1. Yields the product Cc1c(C2CCCCC2)ccc[n+]1[O-].